The task is: describe an organic reaction: reactants, conditions, products, and yield. This data is from the Open Reaction Database (ORD), a public repository of structured organic reaction records. The reactants are C(C)OC([C@@H](N(CC)C(=O)OC(C)(C)C)CC1=CC=CC=C1)=O (t-butoxycarbonyl-N-ethylphenylalanine ethyl ester), [H][H] (hydrogen). Reagents/catalysts: [Rh] (rhodium on carbon). Solvent: O1CCCC1 (tetrahydrofuran). Yields the product C(C)(C)(C)OC(=O)N([C@@H](CC1CCCCC1)C(=O)O)CC (t-butoxycarbonyl-3-cyclohexyl-N-ethyl-L-alanine). Yield: 82.6%. RXN SMILES: C([O:3][C:4](=[O:23])[C@H:5]([CH2:16][C:17]1[CH:22]=[CH:21][CH:20]=[CH:19][CH:18]=1)[N:6]([C:9]([O:11][C:12]([CH3:15])([CH3:14])[CH3:13])=[O:10])[CH2:7][CH3:8])C.[H][H]>O1CCCC1.[Rh]>[C:12]([O:11][C:9]([N:6]([CH2:7][CH3:8])[C@H:5]([C:4]([OH:23])=[O:3])[CH2:16][CH:17]1[CH2:22][CH2:21][CH2:20][CH2:19][CH2:18]1)=[O:10])([CH3:14])([CH3:15])[CH3:13]. Procedure: To a mixture of 2.65 g (10 mmole) of Boc-Phe in 50 ml of cold (ca. -78°), dry tetrahydrofuran was added 12 ml (ca. 22 mmole) of 1.9M t-butyllithium. After thirty minutes, the mixture was allowed to warm to -20° and then to react with 4.2 g (22 mmole) of triethyloxonium tetrafluoroborate. After thirty minutes, the mixture was allowed to warm to 0° and was then poured into water and extracted with dichloromethane. The organic extract was washed sequentially with portions of 5% aqueous sodium bicar... The reactants are CC(=O)O, CC(=O)CO, CO, NOC1CCCCO1, c1ccncc1. The product is CC(CO)=NOC1CCCCO1. Reaction SMILES: [CH3:14][C:15](=[O:16])[OH:17].[CH3:1][C:2](=[O:3])[CH2:4][OH:5].[CH3:24][OH:25].[O:6]1[CH:7]([O:12][NH2:13])[CH2:8][CH2:9][CH2:10][CH2:11]1.[cH:18]1[cH:19][cH:20][n:21][cH:22][cH:23]1>>[CH3:1][C:2]([CH2:4][OH:5])=[N:13][O:12][CH:7]1[O:6][CH2:11][CH2:10][CH2:9][CH2:8]1.